This data is from the Open Reaction Database (ORD), a public repository of structured organic reaction records. The task is: describe an organic reaction: reactants, conditions, products, and yield Reactants: N1(CCCCC1)C1=C(C=CC=C1)C(CCC)N (1-(2-piperidino-phenyl)-1-butylamine), COC1=C(C=CC(=C1)C(=O)OC)CC(=O)O (2-methoxy-4-methoxycarbonyl-phenylacetic acid). The product is COC=1C=C(C(=O)OC)C=CC1CC(=O)NC(CCC)C1=C(C=CC=C1)N1CCCCC1 (Methyl 3-methoxy-4-[N-{1-(2-piperidino-phenyl)-1-butyl}-aminocarbonylmethyl]-benzoate). Reaction SMILES: [N:1]1([C:7]2[CH:12]=[CH:11][CH:10]=[CH:9][C:8]=2[CH:13]([NH2:17])[CH2:14][CH2:15][CH3:16])[CH2:6][CH2:5][CH2:4][CH2:3][CH2:2]1.[CH3:18][O:19][C:20]1[CH:25]=[C:24]([C:26]([O:28][CH3:29])=[O:27])[CH:23]=[CH:22][C:21]=1[CH2:30][C:31](O)=[O:32]>>[CH3:18][O:19][C:20]1[CH:25]=[C:24]([CH:23]=[CH:22][C:21]=1[CH2:30][C:31]([NH:17][CH:13]([C:8]1[CH:9]=[CH:10][CH:11]=[CH:12][C:7]=1[N:1]1[CH2:6][CH2:5][CH2:4][CH2:3][CH2:2]1)[CH2:14][CH2:15][CH3:16])=[O:32])[C:26]([O:28][CH3:29])=[O:27]. Procedure details: Prepared from 1-(2-piperidino-phenyl)-1-butylamine and 2-methoxy-4-methoxycarbonyl-phenylacetic acid.